This data is from the Open Reaction Database (ORD), a public repository of structured organic reaction records. The task is: describe an organic reaction: reactants, conditions, products, and yield Reactants: C(C)(=O)OCCBr (bromoethyl acetate), C([O-])([O-])=O.[K+].[K+] (potassium carbonate), ClC1=CC=C(N)C=C1 (4-Chloroaniline). Run in C(C)#N (acetonitrile). Conditions: temperature 60 celsius, time 2 day. Yields the product C(C)OC(CNC1=CC=C(C=C1)Cl)=O (2-(4-chloroanilino)acetic acid ethyl ester). The yield is 85.6%. As a reaction SMILES: [Cl:1][C:2]1[CH:8]=[CH:7][C:5]([NH2:6])=[CH:4][CH:3]=1.[C:9]([O:12][CH2:13][CH2:14]Br)(=[O:11])[CH3:10].C(=O)([O-])[O-].[K+].[K+]>C(#N)C>[CH2:13]([O:12][C:9](=[O:11])[CH2:10][NH:6][C:5]1[CH:7]=[CH:8][C:2]([Cl:1])=[CH:3][CH:4]=1)[CH3:14] |f:2.3.4|. Reported procedure: 4-Chloroaniline (2.0 g) was dissolved in acetonitrile (20 mL), and bromoethyl acetate (2.1 g) and potassium carbonate (2.2 g) were added thereto, followed by stirring at 60° C. for 2 days. The reaction mixture was filtered through a Celite pad, and the filtrate was concentrated under reduced pressure. The residue was purified by silica gel column chromatography (hexane:chloroform=2:1), to thereby give the title compound (2.3 g). Reactants: ice water, C([O-])([O-])=O.[K+].[K+] (Potassium carbonate), C1(=CC=CC=C1)B(O)O (phenylboronic acid), O (water), BrC1=C2C(=NN(C2=CC=C1)CCCOC)CN(C(OC(C)(C)C)=O)C1CC1 (tert-butyl {[4-bromo-1-(3-methoxypropyl)-1H-indazol-3-yl]methyl}cyclopropylcarbamate). Reagents/catalysts: Cl[Pd]([P](C1=CC=CC=C1)(C2=CC=CC=C2)C3=CC=CC=C3)([P](C4=CC=CC=C4)(C5=CC=CC=C5)C6=CC=CC=C6)Cl (dichlorobis(triphenylphosphine)palladium(II)). Solvent: ClCCCl (1,2-dichloroethane). Conditions: temperature 80 celsius, time 1.5 hour. Yields the product C1(CC1)N(C(OC(C)(C)C)=O)CC1=CN(C2=CC=CC(=C12)C1=CC=CC=C1)CCCOC (tert-butyl cyclopropyl{[1-(3-methoxypropyl)-4-phenyl-1H-indol-3-yl]methyl}carbamate). The yield is 98.1%. Reaction SMILES: [C:1](=O)([O-])[O-].[K+].[K+].[C:7]1(B(O)O)[CH:12]=[CH:11][CH:10]=[CH:9][CH:8]=1.O.Br[C:18]1[CH:26]=[CH:25][CH:24]=[C:23]2[C:19]=1[C:20]([CH2:32][N:33]([CH:41]1[CH2:43][CH2:42]1)[C:34](=[O:40])[O:35][C:36]([CH3:39])([CH3:38])[CH3:37])=N[N:22]2[CH2:27][CH2:28][CH2:29][O:30][CH3:31]>ClCCCl.Cl[Pd](Cl)([P](C1C=CC=CC=1)(C1C=CC=CC=1)C1C=CC=CC=1)[P](C1C=CC=CC=1)(C1C=CC=CC=1)C1C=CC=CC=1>[CH:41]1([N:33]([CH2:32][C:20]2[C:19]3[C:23](=[CH:24][CH:25]=[CH:26][C:18]=3[C:7]3[CH:12]=[CH:11][CH:10]=[CH:9][CH:8]=3)[N:22]([CH2:27][CH2:28][CH2:29][O:30][CH3:31])[CH:1]=2)[C:34](=[O:40])[O:35][C:36]([CH3:39])([CH3:38])[CH3:37])[CH2:43][CH2:42]1 |f:0.1.2,^1:50,69|. Procedure details: Potassium carbonate (276 mg), phenylboronic acid (122 mg), dichlorobis(triphenylphosphine)palladium(II) (175 mg) and water (132 μl) were added to a solution of tert-butyl {[4-bromo-1-(3-methoxypropyl)-1H-indazol-3-yl]methyl}cyclopropylcarbamate (218 mg) in 1,2-dichloroethane (11 ml) and the mixture was stirred under argon atmosphere at 80° C. for 1.5 hours. The reaction mixture was cooled to room temperature, poured into ice water and extracted with ethyl acetate. The organic layer was washed wi... Reaction SMILES: [C:6]([C:7]#[CH:8])(=[O:9])[O:10][CH3:11].[CH2:1]([Li:2])[CH2:3][CH2:4][CH3:5].[CH2:35]1[O:36][CH2:37][CH2:38][CH2:39]1.[CH3:24][Si:25]([CH3:26])([CH3:27])[Cl:28].[CH3:29][CH2:30][CH2:31][CH2:32][CH2:33][CH3:34].[F:12][C:13]([c:14]1[cH:15][cH:16][c:17]([CH:18]=[O:19])[cH:20][cH:21]1)([F:22])[F:23]>>[C:6]([C:7]#[C:8][CH:18]([c:17]1[cH:16][cH:15][c:14]([C:13]([F:12])([F:22])[F:23])[cH:21][cH:20]1)[O:19][Si:25]([CH3:24])([CH3:26])[CH3:27])(=[O:9])[O:10][CH3:11]. Product: COC(=O)C#CC(O[Si](C)(C)C)c1ccc(C(F)(F)F)cc1. The reactants are C#CC(=O)OC, [Li]CCCC, C1CCOC1, C[Si](C)(C)Cl, CCCCCC, O=Cc1ccc(C(F)(F)F)cc1. The reactants are CCN(CC)Cc1ccc(C(=O)O)cc1, ClCCl, Cl, CC(C(O)c1ccc(O)cc1)N1CCC(O)(c2ccccc2)CC1. Product: CCN(CC)Cc1ccc(C(=O)Oc2ccc(C(O)C(C)N3CCC(O)(c4ccccc4)CC3)cc2)cc1. RXN SMILES: [CH2:26]([CH3:27])[N:28]([CH2:29][CH3:30])[CH2:31][c:32]1[cH:33][cH:34][c:35]([C:36](=[O:37])[OH:38])[cH:39][cH:40]1.[Cl:41][CH2:42][Cl:43].[ClH:1].[OH:2][c:3]1[cH:4][cH:5][c:6]([CH:9]([CH:10]([CH3:11])[N:12]2[CH2:13][CH2:14][C:15]([c:18]3[cH:19][cH:20][cH:21][cH:22][cH:23]3)([OH:24])[CH2:16][CH2:17]2)[OH:25])[cH:7][cH:8]1>>[O:2]([c:3]1[cH:4][cH:5][c:6]([CH:9]([CH:10]([CH3:11])[N:12]2[CH2:13][CH2:14][C:15]([c:18]3[cH:19][cH:20][cH:21][cH:22][cH:23]3)([OH:24])[CH2:16][CH2:17]2)[OH:25])[cH:7][cH:8]1)[C:36]([c:35]1[cH:34][cH:33][c:32]([CH2:31][N:28]([CH2:26][CH3:27])[CH2:29][CH3:30])[cH:40][cH:39]1)=[O:37]. The reactants are BrC1=C(C=O)C=CC=N1 (2-bromonicotinaldehyde), C1(CC1)B(O)O (cyclopropylboronic acid), [F-].[Cs+] (cesium fluoride), (1,1′-bis(diphenylphosphino)ferrocene)palladium(II) chloride. Run in O1CCOCC1 (1,4-dioxane). Run at temperature 100 celsius. The product is C1(CC1)C1=NC=CC=C1C=O (2-Cyclopropyl-pyridine-3-carbaldehyde). As a reaction SMILES: Br[C:2]1[N:9]=[CH:8][CH:7]=[CH:6][C:3]=1[CH:4]=[O:5].[CH:10]1(B(O)O)[CH2:12][CH2:11]1.[F-].[Cs+]>O1CCOCC1>[CH:10]1([C:2]2[C:3]([CH:4]=[O:5])=[CH:6][CH:7]=[CH:8][N:9]=2)[CH2:12][CH2:11]1 |f:2.3|. Reported procedure: A 40 mL reaction vial is charged with 3 mL of 1,4-dioxane and a stirbar. Degas with nitrogen for 5 minutes. Next, the vial is charged with 2-bromonicotinaldehyde (645.134 μmoles, 120.000 mg), cyclopropylboronic acid (1.290 mmoles, 110.831 mg), and cesium fluoride (1.935 mmoles, 293.995 mg). The vial is then degassed again with nitrogen. Next, (1,1′-bis(diphenylphosphino)ferrocene)palladium(II) chloride (32.257 μmoles, 26.342 mg) is added and the reaction mixture is heated to 100° C. under nitrog...